This data is from the Open Reaction Database (ORD), a public repository of structured organic reaction records. The task is: describe an organic reaction: reactants, conditions, products, and yield The reactants are C(C(C)C)(=O)N[C@@H](CSC(C1=CC=CC=C1)(C1=CC=CC=C1)C1=CC=CC=C1)C(=O)O (N-isobutyryl-S-trityl-L-cysteine), Cl.C(C(C)C)(=O)SCCN (S-isobutyrylcysteamine hydrochloride). The product is C(C(C)C)(=O)N[C@@H](CSC(C1=CC=CC=C1)(C1=CC=CC=C1)C1=CC=CC=C1)C(=O)NCCSC(C(C)C)=O (N-(N-isobutyryl-S-trityl-L-cysteinyl)-S-isobutyrylcysteamine), AcOEt petroleum ether. Yield: 65.0%. RXN SMILES: [C:1]([NH:6][C@H:7]([C:29]([OH:31])=O)[CH2:8][S:9][C:10]([C:23]1[CH:28]=[CH:27][CH:26]=[CH:25][CH:24]=1)([C:17]1[CH:22]=[CH:21][CH:20]=[CH:19][CH:18]=1)[C:11]1[CH:16]=[CH:15][CH:14]=[CH:13][CH:12]=1)(=[O:5])[CH:2]([CH3:4])[CH3:3].Cl.[C:33]([S:38][CH2:39][CH2:40][NH2:41])(=[O:37])[CH:34]([CH3:36])[CH3:35]>>[C:1]([NH:6][C@H:7]([C:29]([NH:41][CH2:40][CH2:39][S:38][C:33](=[O:37])[CH:34]([CH3:36])[CH3:35])=[O:31])[CH2:8][S:9][C:10]([C:23]1[CH:28]=[CH:27][CH:26]=[CH:25][CH:24]=1)([C:17]1[CH:18]=[CH:19][CH:20]=[CH:21][CH:22]=1)[C:11]1[CH:12]=[CH:13][CH:14]=[CH:15][CH:16]=1)(=[O:5])[CH:2]([CH3:4])[CH3:3] |f:1.2|. Reported procedure: The coupling reaction of 13 (3.93 mmol) with S-isobutyrylcysteamine hydrochloride is carried out according to method B described in the first synthetic route (example 1). After the various treatments, the expected compound is isolated by flash chromatography on a silica gel column (eluent: AcOEt/petroleum ether 65%). 15 is collected in the form of a colorless foam with a yield of 75%. Rf (AcOEt/petroleum ether, 5/5): 0.6. [α]D20=+7.9° (c 1.27, CHCl3). Reactants: COC1=C(C=CC(=C1)C[C@@H](CO)[C@@H](CC2=CC(=C(C=C2)O)OC)CO)O ((−) secoisolariciresinol), [Br-].C1(=CC=CC=C1)P(C1=CC=CC=C1)C1=CC=CC=C1 (triphenyl phosphine bromide). Solvent: C(C)#N (acetonitrile), C(C)#N (acetonitrile). Conditions: temperature 40 celsius, time 5.5 hour. Product: C(C1=CC(OC)=C(O)C=C1)C1COCC1CC1=CC(OC)=C(O)C=C1 ((−) 3,4-divanillyl tetrahydrofuran). The yield is 82.1%. Reaction SMILES: [CH3:1][O:2][C:3]1[CH:8]=[C:7]([CH2:9][C@H:10]([C@H:13]([CH2:24]O)[CH2:14][C:15]2[CH:20]=[CH:19][C:18]([OH:21])=[C:17]([O:22][CH3:23])[CH:16]=2)[CH2:11][OH:12])[CH:6]=[CH:5][C:4]=1[OH:26].[Br-].C1(P(C2C=CC=CC=2)C2C=CC=CC=2)C=CC=CC=1>C(#N)C>[CH2:9]([CH:10]1[CH:13]([CH2:14][C:15]2[CH:20]=[CH:19][C:18]([OH:21])=[C:17]([O:22][CH3:23])[CH:16]=2)[CH2:24][O:12][CH2:11]1)[C:7]1[CH:6]=[CH:5][C:4]([OH:26])=[C:3]([O:2][CH3:1])[CH:8]=1 |f:1.2|. Procedure details: (−) secoisolariciresinol (100 mg) was dissolved in acetonitrile (5 ml) and to it was added a solution of triphenyl phosphine bromide in acetonitrile (1 ml) and the mixture was stirred at 0-80° C. for 1-10 hours. After completion of the reaction, the reaction mixture was concentrated under vacuum and the residue thus obtained was chromatographed over silica gel column. Elution of the column with 30% EtOAC in pet. ether gave (−) 3,4-divanillyl tetrahydrofuran (78 mg), m.p. 114-116° C. Reactants: C[O-].[Na+] (sodium methoxide), CO (methanol), CS(=O)(=O)C1=NC=2N(C(=C1)C1=NC=C(C=C1)C(F)(F)F)N=CN2 (5-(methylsulfonyl)-7-(5-(trifluoromethyl)pyridin-2-yl)-[1,2,4]triazolo[1,5-a]pyrimidine). The solvent is O (water). Run at time 5 minute. Product: COC1=NC=2N(C(=C1)C1=NC=C(C=C1)C(F)(F)F)N=CN2 (5-methoxy-7-(5-(trifluoromethyl)pyridin-2-yl)-[1,2,4]triazolo[1,5-a]pyrimidine). Isolated yield 98.8%. As a reaction SMILES: [CH3:1][O-:2].[Na+].CO.CS([C:10]1[CH:15]=[C:14]([C:16]2[CH:21]=[CH:20][C:19]([C:22]([F:25])([F:24])[F:23])=[CH:18][N:17]=2)[N:13]2[N:26]=[CH:27][N:28]=[C:12]2[N:11]=1)(=O)=O>O>[CH3:1][O:2][C:10]1[CH:15]=[C:14]([C:16]2[CH:21]=[CH:20][C:19]([C:22]([F:25])([F:24])[F:23])=[CH:18][N:17]=2)[N:13]2[N:26]=[CH:27][N:28]=[C:12]2[N:11]=1 |f:0.1|. Procedure: 62 mg of a sodium methoxide 28% methanol solution was added to a methanol 3 mL solution of 100 mg of 5-(methylsulfonyl)-7-(5-(trifluoromethyl)pyridin-2-yl)-[1,2,4]triazolo[1,5-a]pyrimidine, followed by stirring at room temperature for 5 minutes. After completion of the reaction, water was added to the reaction liquid, followed by extraction with ethyl acetate, the organic layer was dried over anhydrous sodium sulfate, and the solvent was distilled off under reduced pressure. The residue was puri...